The task is: describe an organic reaction: reactants, conditions, products, and yield. This data is from the Open Reaction Database (ORD), a public repository of structured organic reaction records. Starting materials: NC(=CC1=NC(=NS1)CCl)C (5-(2-amino-1-propenyl)-3-chloromethyl-1,2,4-thiadiazole), C(C(=O)C)C1=NC(=NO1)CCl (5-acetonyl-3-chloromethyl-1,2,4-oxadiazole), [N+](=O)([O-])C=1C=C(C=O)C=CC1 (3-nitrobenzaldehyde). Run in C(C)(C)O (isopropyl alcohol). Product: CC=1NC(=C(C(C1C1=NC(=NO1)CCl)C1=CC(=CC=C1)[N+](=O)[O-])C1=NC(=NS1)CCl)C (1,4-dihydro-2,6-dimethyl-3-(3-chloromethyl-1,2,4-oxadiazol-5-yl)-5-(3-chloromethyl-1,2,4-thiadiazol-5-yl)-4-(3-nitrophenyl)pyridine). Yield: 15.5%. As a reaction SMILES: [NH2:1][C:2]([CH3:11])=[CH:3][C:4]1[S:8][N:7]=[C:6]([CH2:9][Cl:10])[N:5]=1.[CH2:12]([C:16]1[O:20][N:19]=[C:18]([CH2:21][Cl:22])[N:17]=1)[C:13]([CH3:15])=O.[N+:23]([C:26]1[CH:27]=[C:28]([CH:31]=[CH:32][CH:33]=1)[CH:29]=O)([O-:25])=[O:24]>C(O)(C)C>[CH3:15][C:13]1[NH:1][C:2]([CH3:11])=[C:3]([C:4]2[S:8][N:7]=[C:6]([CH2:9][Cl:10])[N:5]=2)[CH:29]([C:28]2[CH:31]=[CH:32][CH:33]=[C:26]([N+:23]([O-:25])=[O:24])[CH:27]=2)[C:12]=1[C:16]1[O:20][N:19]=[C:18]([CH2:21][Cl:22])[N:17]=1. Procedure details: A stirred mixture of 343 mg of 5-(2-amino-1-propenyl)-3-chloromethyl-1,2,4-thiadiazole, 316 mg of 5-acetonyl-3-chloromethyl-1,2,4-oxadiazole and 273 mg of 3-nitrobenzaldehyde in 5 ml of isopropyl alcohol was heated under reflux for 10 hours. The mixture was concentrated in vacuo and the residue was chromatographed on silica gel using benzene-ethyl acetate (5:1) as eluent to give 134 mg of 1,4-dihydro-2,6-dimethyl-3-(3-chloromethyl-1,2,4-oxadiazol-5-yl)-5-(3-chloromethyl-1,2,4-thiadiazol-5-yl)-4-...